This data is from the Open Reaction Database (ORD), a public repository of structured organic reaction records. The task is: describe an organic reaction: reactants, conditions, products, and yield Starting materials: S1C(=CC=C1)B(O)O (2-thiopheneboronic acid), C(=O)([O-])[O-].[Na+].[Na+] (Na2CO3), ClC1=NC=CC(=N1)Cl (2,4-dichloropyrimidine). The reagents and catalysts are Cl[Pd]([P](C1=CC=CC=C1)(C2=CC=CC=C2)C3=CC=CC=C3)([P](C4=CC=CC=C4)(C5=CC=CC=C5)C6=CC=CC=C6)Cl (bis(triphenylphosphine)palladium(II) chloride). Run in CC#N (MeCN). Product: ClC1=NC=CC(=N1)C=1SC=CC1 (2-Chloro-4-(thiophen-2-yl)pyrimidine). As a reaction SMILES: [S:1]1[CH:5]=[CH:4][CH:3]=[C:2]1B(O)O.C([O-])([O-])=O.[Na+].[Na+].[Cl:15][C:16]1[N:21]=[C:20](Cl)[CH:19]=[CH:18][N:17]=1>CC#N.Cl[Pd](Cl)([P](C1C=CC=CC=1)(C1C=CC=CC=1)C1C=CC=CC=1)[P](C1C=CC=CC=1)(C1C=CC=CC=1)C1C=CC=CC=1>[Cl:15][C:16]1[N:21]=[C:20]([C:2]2[S:1][CH:5]=[CH:4][CH:3]=2)[CH:19]=[CH:18][N:17]=1 |f:1.2.3,^1:28,47|. Reported procedure: A solution of 2.0 g (15.6 mmol) of 2-thiopheneboronic acid in 80 mL of a 5% (w/v) Na2CO3 aqueous solution was added drop wise to a refluxing solution of 4.7 g (31 mmol) of 2,4-dichloropyrimidine and 0.55 g (0.78 mmol) of bis(triphenylphosphine)palladium(II) chloride in 80 mL of MeCN. The reaction solution was heated at reflux for 6 h, then cooled to rt, the organic solvent removed in vacuo, and the resulting purple solid filtered and washed with water. The crude product was purified by flash chr... The reactants are C(=O)C(CCC(=O)OC)(CCC)C (methyl 4-formyl-4-methyl-heptanoate), O=O (oxygen). Yields the product CC1(CCC(=O)O1)CCC (γ-methyl-γ-propyl-γ-butyrolactone). Isolated yield 61.0%. As a reaction SMILES: [CH:1]([C:3](C)([CH2:10][CH2:11][CH3:12])[CH2:4][CH2:5][C:6]([O:8]C)=[O:7])=O.O=O>>[CH3:1][C:3]1([CH2:10][CH2:11][CH3:12])[O:8][C:6](=[O:7])[CH2:5][CH2:4]1. Procedure details: Using a method similar to Example 1, 186 parts of methyl 4-formyl-4-methyl-heptanoate are reacted with 80 parts of oxygen in the course of 5 hours. 86 parts (61% of theory) of γ-methyl-γ-propyl-γ-butyrolactone (boiling point 117°-119° C./20 mbar) are obtained. Reactants: CCn1ncc2c1ncc1c(=O)[nH]c3cc(C)nn3c12, CI, COCCOCCOC, [H-], [Na+]. Yields the product CCn1ncc2c1ncc1c(=O)n(C)c3cc(C)nn3c12. RXN SMILES: [CH2:1]([CH3:2])[n:3]1[n:4][cH:5][c:6]2[c:7]1[n:8][cH:9][c:10]1[c:11](=[O:20])[nH:12][c:13]3[n:14]([c:15]21)[n:16][c:17]([CH3:19])[cH:18]3.[CH3:23][I:24].[CH3:25][O:26][CH2:27][CH2:28][O:29][CH2:30][CH2:31][O:32][CH3:33].[H-:21].[Na+:22]>>[CH2:1]([CH3:2])[n:3]1[n:4][cH:5][c:6]2[c:7]1[n:8][cH:9][c:10]1[c:11](=[O:20])[n:12]([CH3:23])[c:13]3[n:14]([c:15]21)[n:16][c:17]([CH3:19])[cH:18]3. The reactants are C1(=CC=CC=C1)S (thiophenol), C[O-].[K+] (potassium methylate), O1C(COC=2C=C3CCC(NC3=CC2)=O)C1 (6-(2,3-epoxy-propoxy)-3,4-dihydro-carbostyril). Run in CO (methanol). Run at time 8 hour. Product: OC(COC=1C=C2CCC(NC2=CC1)=O)CSC1=CC=CC=C1 (6-(2-Hydroxy-3-phenylmercapto-propoxy)-3,4-dihydro-carbostyril). As a reaction SMILES: [C:1]1([SH:7])[CH:6]=[CH:5][CH:4]=[CH:3][CH:2]=1.C[O-].[K+].[O:11]1[CH2:26][CH:12]1[CH2:13][O:14][C:15]1[CH:16]=[C:17]2[C:22](=[CH:23][CH:24]=1)[NH:21][C:20](=[O:25])[CH2:19][CH2:18]2>CO>[OH:11][CH:12]([CH2:26][S:7][C:1]1[CH:6]=[CH:5][CH:4]=[CH:3][CH:2]=1)[CH2:13][O:14][C:15]1[CH:16]=[C:17]2[C:22](=[CH:23][CH:24]=1)[NH:21][C:20](=[O:25])[CH2:19][CH2:18]2 |f:1.2|. Reported procedure: 4.11 gm (0.04 mol) of thiophenol were added to a suspension of 2.10 gm (0.03 mol) of potassium methylate in 40 ml of methanol, whereby a clear solution was obtained. Then, 4.38 gm of 6-(2,3-epoxy-propoxy)-3,4-dihydro-carbostyril (m.p. 125°-128° C.) were added while stirring, which also dissolved, accompanied by slight generation of heat. After 5 minutes the separation of a white crystal slurry started. After standing overnight, the crystals were suction-filtered off and recrystallized from a lit... Starting materials: Cl.C(C)N1C[C@@H]2CCC(C[C@]2(CC1)C1=CC(=CC=C1)OC)=O ((±)-trans-2-ethyl-4a-(3-methoxyphenyl)-6-oxo-1,2,3,4,4a,5,6,7,8,8a-decahydroisoquinoline hydrochloride), C1(=CC=CC=C1)NN=C(C(=O)N)C(C)=O (2-phenylhydrazono-3-oxobutyramide), CC(=O)O[Na] (CH3COONa), C(C)(=O)O (acetic acid). Reagents/catalysts: [Zn] (zinc). Product: NC(=O)C1=C(C2=C(C[C@@]3(CCN(C[C@H]3C2)CC)C2=CC(=CC=C2)OC)N1)C ((±)-trans-2-Aminocarbonyl-6-ethyl-8a-(3-methoxyphenyl)-3-methyl-4,4a,5,6,7,8,8a,9-octahydro-1H-pyrrolo[2,3-g]isoquinoline). Reaction SMILES: Cl.[CH2:2]([N:4]1[CH2:13][CH2:12][C@@:11]2([C:14]3[CH:19]=[CH:18][CH:17]=[C:16]([O:20][CH3:21])[CH:15]=3)[C@@H:6](CCC(=O)[CH2:10]2)[CH2:5]1)[CH3:3].C1(N[N:30]=[C:31]([C:35](=O)[CH3:36])[C:32]([NH2:34])=[O:33])C=CC=CC=1.[CH3:38][C:39](O[Na])=O.[C:43](O)(=O)C>[Zn]>[NH2:34][C:32]([C:31]1[NH:30][C:43]2[CH2:10][C@@:11]3([C:14]4[CH:19]=[CH:18][CH:17]=[C:16]([O:20][CH3:21])[CH:15]=4)[C@H:6]([CH2:38][C:39]=2[C:35]=1[CH3:36])[CH2:5][N:4]([CH2:2][CH3:3])[CH2:13][CH2:12]3)=[O:33] |f:0.1|. Reported procedure: 3.24 g (10 mmol) of (±)-trans-2-ethyl-4a-(3-methoxyphenyl)-6-oxo-1,2,3,4,4a,5,6,7,8,8a-decahydroisoquinoline hydrochloride, 6.16 g (30.0 mmol) of 2-phenylhydrazono-3-oxobutyramide, 2.46 g (7.0 mmol) of CH3COONa, 7.85 g (120.0 mmol) of zinc dust and 15 ml of glacial acetic acid were treated as described in example 1. The residue was purified by chromatography on silica gel (Et2O-EtOAc/MeOH 0%→50%) yielding 3.0 g of oily product which was triturated in Et2O yielding 2.5 g of the title compound. M....